Dataset: the Open Reaction Database (ORD), a public repository of structured organic reaction records. Task: describe an organic reaction: reactants, conditions, products, and yield Reactants: CC(C)(C)c1csc(-c2cc3cc(C=O)ccc3o2)n1, CC(C)(C)O, [Cl-], [Na+], [Na], C1CCOC1, O, S. The product is CC(C)(C)c1csc(-c2cc3cc(C(=O)O)ccc3o2)n1. RXN SMILES: [C:3]([CH3:4])([CH3:5])([CH3:6])[c:7]1[n:8][c:9](-[c:12]2[o:13][c:14]3[c:15]([cH:16]2)[cH:17][c:18]([CH:21]=[O:22])[cH:19][cH:20]3)[s:10][cH:11]1.[CH3:26][C:27]([OH:28])([CH3:29])[CH3:30].[Cl-:2].[Na+:1].[Na:25].[O:31]1[CH2:32][CH2:33][CH2:34][CH2:35]1.[OH2:23].[SH2:24]>>[C:3]([CH3:4])([CH3:5])([CH3:6])[c:7]1[n:8][c:9](-[c:12]2[o:13][c:14]3[c:15]([cH:16]2)[cH:17][c:18]([C:21](=[O:22])[OH:23])[cH:19][cH:20]3)[s:10][cH:11]1. The reactants are O=C([O-])O, CCOC(C)=O, Cc1ccc(-c2ccc3c(c2)C=C(C(=O)Nc2ccc(CN(C)C4CCOCC4)cc2)CCN3C=O)cc1, Cl, [Na+], O. Product: Cc1ccc(-c2ccc3c(c2)C=C(C(=O)Nc2ccc(CN(C)C4CCOCC4)cc2)CCN3)cc1. RXN SMILES: [C:40](=[O:41])([O-:42])[OH:43].[CH3:45][CH2:46][O:47][C:48](=[O:49])[CH3:50].[CH:1](=[O:2])[N:3]1[CH2:4][CH2:5][C:6]([C:21](=[O:22])[NH:23][c:24]2[cH:25][cH:26][c:27]([CH2:30][N:31]([CH:32]3[CH2:33][CH2:34][O:35][CH2:36][CH2:37]3)[CH3:38])[cH:28][cH:29]2)=[CH:7][c:8]2[c:9]1[cH:10][cH:11][c:12](-[c:14]1[cH:15][cH:16][c:17]([CH3:20])[cH:18][cH:19]1)[cH:13]2.[ClH:39].[Na+:44].[OH2:51]>>[NH:3]1[CH2:4][CH2:5][C:6]([C:21](=[O:22])[NH:23][c:24]2[cH:25][cH:26][c:27]([CH2:30][N:31]([CH:32]3[CH2:33][CH2:34][O:35][CH2:36][CH2:37]3)[CH3:38])[cH:28][cH:29]2)=[CH:7][c:8]2[c:9]1[cH:10][cH:11][c:12](-[c:14]1[cH:15][cH:16][c:17]([CH3:20])[cH:18][cH:19]1)[cH:13]2. Starting materials: COC1=C(C=CC=C1)N1CCN(CC1)CCCCC12C(NC=3C=CC=C(C13)CCC2)=O (2a-[4-{4-(2-Methoxyphenyl)piperazinyl}butyl]-2a,3,4,5-tetrahydrobenz[cd]indole-2(1H) -one), CO (methanol), C(C)(=O)OCC (ethyl acetate), B(Br)(Br)Br (boron tribromide). Reaction conditions: time 2 hour. Reported procedure: 2a-[4-{4-(2-Methoxyphenyl)piperazinyl}butyl]-2a,3,4,5-tetrahydrobenz[cd]indole-2(1H) -one (100 mg, 0.24 mmol) was dissolved in benzene (2 ml) to which was subsequently added dropwise boron tribromide (240 mg, 0.96 mmol), and the resulting mixture was stirred at room temperature for 2 hours and then at 60° C. for 24 hours. The reaction solution was mixed with methanol and ethyl acetate, washed with water and saturated brine and dried with anhydrous sodium sulfate. Then the solvent was evaporated ... The solvent is C1=CC=CC=C1 (benzene). The product is OC1=C(C=CC=C1)N1CCN(CC1)CCCCC12C(NC=3C=CC=C(C13)CCC2)=O (2a-[4-{4-(2-Hydroxyphenyl)piperazinyl}butyl]-2a,3,4,5-tetrahydrobenz[cd]indole-2(1H)-one). Reaction SMILES: C[O:2][C:3]1[CH:8]=[CH:7][CH:6]=[CH:5][C:4]=1[N:9]1[CH2:14][CH2:13][N:12]([CH2:15][CH2:16][CH2:17][CH2:18][C:19]23[CH2:30][CH2:29][CH2:28][C:26]4[C:27]2=[C:22]([CH:23]=[CH:24][CH:25]=4)[NH:21][C:20]3=[O:31])[CH2:11][CH2:10]1.B(Br)(Br)Br.CO.C(OCC)(=O)C>C1C=CC=CC=1>[OH:2][C:3]1[CH:8]=[CH:7][CH:6]=[CH:5][C:4]=1[N:9]1[CH2:10][CH2:11][N:12]([CH2:15][CH2:16][CH2:17][CH2:18][C:19]23[CH2:30][CH2:29][CH2:28][C:26]4[C:27]2=[C:22]([CH:23]=[CH:24][CH:25]=4)[NH:21][C:20]3=[O:31])[CH2:13][CH2:14]1. Yield: 58.3%. Starting materials: N-Aryl-benzenesulfonamides, NC1=C(C=C(C=C1)Cl)C(=O)C1=CC(=NC=C1)C ((2-Amino-5-chloro-phenyl)-(2-methyl-pyridin-4-yl)-methanone), C(C)(C)(C)C1=CC=C(C=C1)S(=O)(=O)Cl (4-tert-Butyl-benzenesulfonyl chloride). Product: C(C)(C)(C)C1=CC=C(C=C1)S(=O)(=O)NC1=C(C=C(C=C1)Cl)C(=O)C1=CC(=NC=C1)C (4-tert-Butyl-N-[4-chloro-2-(2-methyl-pyridine-4-carbonyl)-phenyl]-benzenesulfonamide). As a reaction SMILES: [NH2:1][C:2]1[CH:7]=[CH:6][C:5]([Cl:8])=[CH:4][C:3]=1[C:9]([C:11]1[CH:16]=[CH:15][N:14]=[C:13]([CH3:17])[CH:12]=1)=[O:10].[C:18]([C:22]1[CH:27]=[CH:26][C:25]([S:28](Cl)(=[O:30])=[O:29])=[CH:24][CH:23]=1)([CH3:21])([CH3:20])[CH3:19]>>[C:18]([C:22]1[CH:27]=[CH:26][C:25]([S:28]([NH:1][C:2]2[CH:7]=[CH:6][C:5]([Cl:8])=[CH:4][C:3]=2[C:9]([C:11]2[CH:16]=[CH:15][N:14]=[C:13]([CH3:17])[CH:12]=2)=[O:10])(=[O:30])=[O:29])=[CH:24][CH:23]=1)([CH3:21])([CH3:19])[CH3:20]. Reported procedure: The title compound was prepared according to the general procedure for the synthesis of N-Aryl-benzenesulfonamides previously described using 123 mg of (2-Amino-5-chloro-phenyl)-(2-methyl-pyridin-4-yl)-methanone and 116 mg of 4-tert-Butyl-benzenesulfonyl chloride. 1H-NMR (400 MHz, CDCl3): δ 1.26 (s, 9H), 2.63 (s, 3H) 7.29 (d, 1H, J=2.8 Hz), 7.45-7.55 (m, 3H), 7.67 (m, 2H), 7.83 (m, 2H), 8.03 (s, 1H), 8.81 (d, 1H, J=5.6 Hz), 10.10 (s, 1H). MS: m/z 443.9 (M++1). Reactants: C(C)(=O)OC(C)=O (acetic anhydride), COC1=CC2=C3CCCCC3=CN=C2C=C1 (2-methoxy-7,8,9,10-tetrahydrophenanthridine), COC1=CC2=C3CCCCC3=CN=C2C=C1 (2-methoxy-7,8,9,10-tetrahydrophenanthridine), C(C)[S-].[Na+] (sodium ethanethiolate), P(=O)([O-])([O-])[O-] (phosphate). The solvent is CN(C)C=O (DMF). Reaction conditions: temperature 160 celsius, time 30 minute. Product: C(C)(=O)OC1=CC2=C3CCCCC3=CN=C2C=C1 (2-Acetoxy-7,8,9,10-tetrahydrophenanthridine). Isolated yield 83.8%. As a reaction SMILES: COC1[CH:16]=[CH:15][C:14]2[C:5](=[C:6]3[C:11](=[CH:12][N:13]=2)[CH2:10][CH2:9][CH2:8][CH2:7]3)C=1.C([S-])C.[Na+].[C:21]([O:24][C:25](=[O:27])[CH3:26])(=O)[CH3:22].P([O-])([O-])([O-])=O>CN(C=O)C>[C:25]([O:24][C:21]1[CH:16]=[CH:15][C:14]2[C:5](=[C:6]3[C:11](=[CH:12][N:13]=2)[CH2:10][CH2:9][CH2:8][CH2:7]3)[CH:22]=1)(=[O:27])[CH3:26] |f:1.2|. Reported procedure: A mixture of 2-methoxy-7,8,9,10-tetrahydrophenanthridine (Compound 273, 48.17 g, 226 mmol) and sodium ethanethiolate (43.69 g, 520 mmol) in dry DMF was heated at 160° C. for 4 hours. After the reaction mixture was cooled to zero degrees C., acetic anhydride (63.9 mL, 678 mmol) was added and the reaction mixture was stirred for 30 minutes. The resulting thick white slurry was poured into 0.1 M pH 7.5 phosphate buffer (1.6 L) and extracted with ether (3×400 mL). The combined organic layers were wa... The reactants are [N+](=O)([O-])C1=CC=C(C=C1)C(CCC(=O)C1=CC=C(C=C1)[N+](=O)[O-])=O (1,4-Bis(4-nitrophenyl)butane-1,4-dione), FC(C1=CC=C(N)C=C1)(F)F (4-(trifluoromethyl)aniline). Run in O (water), C(C)OCC (diethyl ether), C(C)(=O)O (acetic acid). Reaction conditions: temperature 170 celsius, time 15 minute. Product: [N+](=O)([O-])C1=CC=C(C=C1)C=1N(C(=CC1)C1=CC=C(C=C1)[N+](=O)[O-])C1=CC=C(C=C1)C(F)(F)F (2,5-bis(4-nitrophenyl)-1-(4-(trifluoromethyl)phenyl)-1H-pyrrole). Isolated yield 8.0%. RXN SMILES: [N+:1]([C:4]1[CH:9]=[CH:8][C:7]([C:10](=O)[CH2:11][CH2:12][C:13]([C:15]2[CH:20]=[CH:19][C:18]([N+:21]([O-:23])=[O:22])=[CH:17][CH:16]=2)=O)=[CH:6][CH:5]=1)([O-:3])=[O:2].[F:25][C:26]([F:35])([F:34])[C:27]1[CH:33]=[CH:32][C:30]([NH2:31])=[CH:29][CH:28]=1>C(O)(=O)C.O.C(OCC)C>[N+:1]([C:4]1[CH:9]=[CH:8][C:7]([C:10]2[N:31]([C:30]3[CH:32]=[CH:33][C:27]([C:26]([F:25])([F:34])[F:35])=[CH:28][CH:29]=3)[C:13]([C:15]3[CH:20]=[CH:19][C:18]([N+:21]([O-:23])=[O:22])=[CH:17][CH:16]=3)=[CH:12][CH:11]=2)=[CH:6][CH:5]=1)([O-:3])=[O:2]. Procedure: To a slurry of the product from Example 1A (1.00 g, 3.05 mmol) in acetic acid (30 mL) was added 4-(trifluoromethyl)aniline (1.9 mL, 15 mmol). The mixture was heated to 170° C. for 15 minutes under microwave irradiation. The cooled mixture was diluted with water and diethyl ether and stirred vigorously for 15 minutes and then filtered. The crude product was purified by chromatography on silica gel eluting with a solvent gradient of 0-30% ethyl acetate in hexane. Product containing fractions were ... Reactants: NC=1C=C2C(CC=NC2=CC1)=O (6-amino-4-quinolone), Cl (HCl), C=O (formaldehyde), [BH3-]C#N.[Na+] (NaBH3CN). Solvent: CCO (EtOH). Reaction conditions: time 15 minute. The product is CN(C=1C=C2C(CC=NC2=CC1)=O)C (6-dimethylamino-4-quinolone). Yield: 59.9%. RXN SMILES: N[C:2]1[CH:3]=[C:4]2[C:9](=[CH:10][CH:11]=1)[N:8]=[CH:7][CH2:6][C:5]2=[O:12].[CH2:13]=O.[BH3-][C:16]#[N:17].[Na+].Cl>CCO>[CH3:13][N:17]([CH3:16])[C:2]1[CH:3]=[C:4]2[C:9](=[CH:10][CH:11]=1)[N:8]=[CH:7][CH2:6][C:5]2=[O:12] |f:2.3|. Reported procedure: To a solution of 6-amino-4-quinolone (01) (112 mg, 0.71 mmol) and aqueous formaldehyde (40% w/v, 1.6 mL, 21.2 mmol) in EtOH (10 mL) were sequentially added NaBH3CN (335 mg, 5.67 mmol) and 1N HCl (2.8 mL, 2.8 mmol), and the resulting bright yellow suspension was stirred at room temperature for 15 minutes. After this time, solvent was removed under reduced pressure, and the residue then dried by two MeOH azeotrope cycles. The residue was resuspended in MeOH and filtered through Celite, and solvent... The reactants are C(C)I (ethyl iodide), N[C@@H](CC(C)C)CO ((S)-leucinol), [H-].[Na+] (sodium hydride), [H-].[Na+] (sodium hydride). Run in C1CCOC1 (THF), C1CCOC1 (THF). Reaction conditions: time 20 hour. Yields the product C(C)OC[C@H](CC(C)C)N ((S)-1-Ethoxy-2-amino-4-methylpentane). Reaction SMILES: [NH2:1][C@H:2]([CH2:7][OH:8])[CH2:3][CH:4]([CH3:6])[CH3:5].[H-].[Na+].[CH2:11](I)[CH3:12]>C1COCC1>[CH2:11]([O:8][CH2:7][C@@H:2]([NH2:1])[CH2:3][CH:4]([CH3:6])[CH3:5])[CH3:12] |f:1.2|. Procedure details: (S)-leucinol (6.4 mL, 5 mmol) was added over 30 minutes to a well stirred slurry of 6% sodium hydride (2.2 g, 55 mmol) in THF (50 mL) at room temperature under N2. After all of the sodium hydride had reacted, a solution of ethyl iodide (4 mL, 50 mmol) in THF (50 mL) was added and the reaction stirred at 20°-25° C. for 20 hours. THF was removed under reduced pressure and the residue partitioned between diethyl ether and brine. The ether extract was dried (Na2SO4), filtered and concentrated under ...